Dataset: the Open Reaction Database (ORD), a public repository of structured organic reaction records. Task: describe an organic reaction: reactants, conditions, products, and yield The reactants are NC1C(N(C2=C(CC1)C=CC=C2)CC(=O)OC(C)(C)C)=O (tert-butyl 3-amino-2,3,4,5-tetrahydro-2-oxo-1H-1-benzazepine-1-acetate), O.C1(=CC=C(C=C1)S(=O)(=O)O)C (p-toluenesulfonic acid hydrate), C(C1=CC=CC=C1)O (benzyl alcohol). The solvent is C1(=CC=CC=C1)C (toluene). Reaction conditions: time 4 hour. The product is NC1C(N(C2=C(CC1)C=CC=C2)CC(=O)OCC2=CC=CC=C2)=O (benzyl 3-amino-2,3,4,5-tetrahydro-2-oxo-1H-1-benzazepine-1-acetate). The yield is 69.9%. As a reaction SMILES: [NH2:1][CH:2]1[CH2:8][CH2:7][C:6]2[CH:9]=[CH:10][CH:11]=[CH:12][C:5]=2[N:4]([CH2:13][C:14]([O:16][C:17]([CH3:20])(C)C)=[O:15])[C:3]1=[O:21].O.[C:23]1(C)[CH:28]=[CH:27]C(S(O)(=O)=O)=[CH:25][CH:24]=1.C(O)C1C=CC=CC=1>C1(C)C=CC=CC=1>[NH2:1][CH:2]1[CH2:8][CH2:7][C:6]2[CH:9]=[CH:10][CH:11]=[CH:12][C:5]=2[N:4]([CH2:13][C:14]([O:16][CH2:17][C:20]2[CH:27]=[CH:28][CH:23]=[CH:24][CH:25]=2)=[O:15])[C:3]1=[O:21] |f:1.2|. Reported procedure: 10.5 g of tert-butyl 3-amino-2,3,4,5-tetrahydro-2-oxo-1H-1-benzazepine-1-acetate (see Example 1I) for preparation), 8.25 g of p-toluenesulfonic acid hydrate and 20.1 ml of benzyl alcohol were added to 174 ml of toluene. The reaction mixture was boiled with a water trap for 4 hours, during which a precipitate which originally separated out slowly dissolved. The toluene was then stripped off under reduced pressure, and the remaining residue was stirred with methyl tert-butyl ether and then filtere... Starting materials: N(=[N+]=[N-])C1=CC=C(C=C1)N1C(N=CC=C1)=O (1-(4-azidophenyl)pyrimidin-2(1H)-one), ClC1=CC=C(S1)C(=O)NCC#C (5-chloro-N-(prop-2-ynyl)thiophene-2-carboxamide), ClC1=CC=C(S1)C(=O)NCC#C (5-chloro-N-(prop-2-ynyl)thiophene-2-carboxamide), C1CCC2=NCCCN2CC1 (DBU). The reagents and catalysts are [Cu]I (CuI). Run in CO (methanol), C(C)#N (acetonitrile). Reaction conditions: time 2 hour. Yields the product ClC1=CC=C(S1)C(=O)NCC=1N=NN(C1)C1=CC=C(C=C1)N1C(N=CC=C1)=O (5-Chloro-N-((1-(4-(2-oxopyrimidin-1(2H)-yl)phenyl)-1H-1,2,3-triazol-4-yl)methyl)thiophene-2-carboxamide). Reaction SMILES: [N:1]([C:4]1[CH:9]=[CH:8][C:7]([N:10]2[CH:15]=[CH:14][CH:13]=[N:12][C:11]2=[O:16])=[CH:6][CH:5]=1)=[N+:2]=[N-:3].[Cl:17][C:18]1[S:22][C:21]([C:23]([NH:25][CH2:26][C:27]#[CH:28])=[O:24])=[CH:20][CH:19]=1.C1CCN2C(=NCCC2)CC1>CO.C(#N)C.[Cu]I>[Cl:17][C:18]1[S:22][C:21]([C:23]([NH:25][CH2:26][C:27]2[N:3]=[N:2][N:1]([C:4]3[CH:9]=[CH:8][C:7]([N:10]4[CH:15]=[CH:14][CH:13]=[N:12][C:11]4=[O:16])=[CH:6][CH:5]=3)[CH:28]=2)=[O:24])=[CH:20][CH:19]=1. Procedure: 1-(4-Azidophenyl)pyrimidin-2(1H)-one (2.4, 20 mg, 0.09 mmol) was dissolved in 5 mL methanol. To it were added 5-chloro-N-(prop-2-ynyl)thiophene-2-carboxamide (compound 1.4, 18 mg, 0.09 mmol), DBU (26 μL, 0.18 mmol) and CuI (17 mg, 0.09 mmol). The mixture was stirred for 2 hrs at RT, diluted with 30 mL acetonitrile, filtered through celite, concentrated in vacuo and subjected to prep HPLC to isolate the title compound. MS found for C18H13ClN6O2S (M+H)+ 413.0, 415.0 (Cl pattern). Reactants: C(C(C)C)C1CC(C=C2CCCC12)=O (5-Isobutylbicyclo [4.3.0] non-1-en-3-one). The reagents and catalysts are [Pd] (palladium on carbon). Yields the product C(C(C)C)C1CC(CC2CCCC12)=O (5-isobutylbicyclo [4.3.0] nonan-3-one). Yield: 95.0%. As a reaction SMILES: [CH2:1]([CH:5]1[CH:13]2[C:9]([CH2:10][CH2:11][CH2:12]2)=[CH:8][C:7](=[O:14])[CH2:6]1)[CH:2]([CH3:4])[CH3:3]>[Pd]>[CH2:1]([CH:5]1[CH:13]2[CH:9]([CH2:10][CH2:11][CH2:12]2)[CH2:8][C:7](=[O:14])[CH2:6]1)[CH:2]([CH3:4])[CH3:3]. Procedure: 5-Isobutylbicyclo [4.3.0] non-1-en-3-one (25.4 g, 0.13 mol) is treated according to the procedure of Example 8 with 0.5 g of 5% palladium on carbon. Distillation gives 24 g (bp 90°-92° C. at 0.5 mm) of pure 5-isobutylbicyclo [4.3.0] nonan-3-one represented by the structure: ##STR11##